describe an organic reaction: reactants, conditions, products, and yield From a dataset of the Open Reaction Database (ORD), a public repository of structured organic reaction records. Starting materials: BrC=1N=C2N(C3=C(NC4=C2C=CC=C4)N=CC=C3)C1C1=CC=C(C=C1)C1(CCC1)NC(OC(C)(C)C)=O (tert-butyl {1-[4-(2-bromo-9H-imidazo[1,2-d]pyrido[2,3-b][1,4]benzodiazepin-3-yl)phenyl]cyclobutyl}carbamate), 2-quinolin-6-ylboronic acid, C(=O)([O-])[O-].[Na+].[Na+] (Na2CO3), CN(C)C=O (DMF). Reagents/catalysts: CC(C)(C)P(C1=CC=C(C=C1)N(C)C)C(C)(C)C.CC(C)(C)P(C1=CC=C(C=C1)N(C)C)C(C)(C)C.Cl[Pd]Cl (bis(di-tert-butyl(4-dimethylaminophenyl)phosphine)dichloropalladium(II)). The solvent is CCOC(=O)C (AcOEt). The product is N1=CC=CC2=CC(=CC=C12)C=1N=C2N(C3=C(NC4=C2C=CC=C4)N=CC=C3)C1C1=CC=C(C=C1)C1(CCC1)NC(OC(C)(C)C)=O (tert-butyl {1-[4-(2-quinolin-6-yl-9H-imidazo[1,2-d]pyrido[2,3-b][1,4]benzodiazepin-3-yl)phenyl]cyclobutyl}carbamate). Isolated yield 98.0%. RXN SMILES: Br[C:2]1[N:3]=[C:4]2[C:10]3[CH:11]=[CH:12][CH:13]=[CH:14][C:9]=3[NH:8][C:7]3[N:15]=[CH:16][CH:17]=[CH:18][C:6]=3[N:5]2[C:19]=1[C:20]1[CH:25]=[CH:24][C:23]([C:26]2([NH:30][C:31](=[O:37])[O:32][C:33]([CH3:36])([CH3:35])[CH3:34])[CH2:29][CH2:28][CH2:27]2)=[CH:22][CH:21]=1.C([O-])([O-])=O.[Na+].[Na+].[CH3:44][N:45]([CH:47]=O)C>CCOC(C)=O.CC(P(C(C)(C)C)C1C=CC(N(C)C)=CC=1)(C)C.CC(P(C(C)(C)C)C1C=CC(N(C)C)=CC=1)(C)C.Cl[Pd]Cl>[N:45]1[C:44]2[C:9](=[CH:14][C:13]([C:2]3[N:3]=[C:4]4[C:10]5[CH:11]=[CH:12][CH:13]=[CH:14][C:9]=5[NH:8][C:7]5[N:15]=[CH:16][CH:17]=[CH:18][C:6]=5[N:5]4[C:19]=3[C:20]3[CH:25]=[CH:24][C:23]([C:26]4([NH:30][C:31](=[O:37])[O:32][C:33]([CH3:36])([CH3:34])[CH3:35])[CH2:29][CH2:28][CH2:27]4)=[CH:22][CH:21]=3)=[CH:12][CH:11]=2)[CH:10]=[CH:4][CH:47]=1 |f:1.2.3,6.7.8|. Reported procedure: A mixture of tert-butyl {1-[4-(2-bromo-9H-imidazo[1,2-d]pyrido[2,3-b][1,4]benzodiazepin-3-yl)phenyl]cyclobutyl}carbamate (50 mg, 0.090 mmol), 2-quinolin-6-ylboronic acid (31 mg, 0.18 mmol), bis(di-tert-butyl(4-dimethylaminophenyl)phosphine)dichloropalladium(II) (6 mg, 0.09 mmol), and 2M Na2CO3 aq. (0.090 mL, 0.18 mmol) in DMF (2.5 mL) was treated with microwave (160° C. for 1 hour). The mixture was diluted with AcOEt, washed with water(×3), brine, dried over Na2SO4, then filtrated through Celite... Starting materials: Br, CC(=O)O, COc1cccc2c1CC1(CCCCC1)C2=O. Yields the product O=C1c2cccc(O)c2CC12CCCCC2. As a reaction SMILES: [BrH:22].[CH3:18][C:19](=[O:20])[OH:21].[CH3:1][O:2][c:3]1[c:4]2[c:13]([cH:14][cH:15][cH:16]1)[C:12](=[O:17])[C:6]1([CH2:5]2)[CH2:7][CH2:8][CH2:9][CH2:10][CH2:11]1>>[OH:2][c:3]1[c:4]2[c:13]([cH:14][cH:15][cH:16]1)[C:12](=[O:17])[C:6]1([CH2:5]2)[CH2:7][CH2:8][CH2:9][CH2:10][CH2:11]1. Reactants: CC(CCC(C)=O)C (5-methyl-2-hexanone), S(=O)(=O)(Cl)Cl (sulfuryl chloride), S(=O)(=O)(Cl)Cl (sulfuryl chloride). Run in CCCCCC (n-hexane). The product is ClC(C(C)=O)CC(C)C (3-chloro-5-methyl-2-hexanone). Isolated yield 90.4%. As a reaction SMILES: [CH3:1][CH:2]([CH3:8])[CH2:3][CH2:4][C:5](=[O:7])[CH3:6].S(Cl)([Cl:12])(=O)=O>CCCCCC>[Cl:12][CH:4]([CH2:3][CH:2]([CH3:8])[CH3:1])[C:5](=[O:7])[CH3:6]. Procedure details: To a refluxing solution of 750 g (6.58 mol) 5-methyl-2-hexanone in 1.13 1 n-hexane at 65° C., 1.06 kg (7.89 mol) sulfuryl chloride was added over a period of 2 h. After complete addition of the sulfuryl chloride, the reaction mixture was allowed to cool to room temperature, was washed 4 times with 150 ml H2O, dried (MgSO4) and concentrated in vacuo. The residue was distilled over a 5 cm Vigreux-column (80 mbar, 67-76° C.) to give 884 g of 3-chloro-5-methyl-2-hexanone in the form of a yellowish l... Reactants: [OH-].[Na+] (NaOH), OC(C)(C)C1=CC(=NN1)C(=O)OCC (Ethyl 5-(2-hydroxypropan-2-yl)-1H-pyrazole-3-carboxylate), Cl (HCl). Run in C1CCOC1 (THF), C(C)O (ethanol). Reaction conditions: time 8 hour. Yields the product OC(C)(C)C1=CC(=NN1)C(=O)O (5-(2-Hydroxypropan-2-yl)-1H-pyrazole-3-carboxylic acid). Yield: 82.9%. Reaction SMILES: [OH:1][C:2]([C:5]1[NH:9][N:8]=[C:7]([C:10]([O:12]CC)=[O:11])[CH:6]=1)([CH3:4])[CH3:3].[OH-].[Na+].Cl>C(O)C.C1COCC1>[OH:1][C:2]([C:5]1[NH:9][N:8]=[C:7]([C:10]([OH:12])=[O:11])[CH:6]=1)([CH3:4])[CH3:3] |f:1.2|. Procedure details: Ethyl 5-(2-hydroxypropan-2-yl)-1H-pyrazole-3-carboxylate (1.609 mmol, 0.319 g) was dissolved in ethanol (1 ml) and THF (4 ml). 2 M NaOH (8.05 mmol, 4.02 ml) was added and the resulting mixture was stirred overnight at RT. The reaction mixture was carefully neutralized with HCl and evaporated. The residue was dissolved in a small amount of ethanol and the salts were removed by filtration. The filtrate was evaporated. 0.227 g of the title compound was obtained. 1H-NMR (400 MHz, DMSO-d6): δ 1.39 (s... Starting materials: C(C)(C)(C)OC(=O)N1CCC(CC1)OC1=C(C=CC(=C1)N1CCCC1)C=1OC(C2=C(N1)C=NC=C2)=O (2-[2-(1-tert-butoxycarbonylpiperidin-4-yloxy)-4-(pyrrolidin-1-yl)phenyl]-4H-pyrido[3,4-d][1,3]oxazin-4-one), C(C)OCC (diethyl ether), C(C=C)[Mg]Br (allylmagnesium bromide), NC1=NC=C(C=C1)Cl (2-amino-5-chloropyridine). Run in C1CCOC1 (THF). Conditions: time 5 minute. Yields the product C(C)(C)(C)OC(=O)N1CCC(CC1)OC1=C(C(=O)NC=2C=NC=CC2C(=O)NC2=NC=C(C=C2)Cl)C=CC(=C1)N1CCCC1 (3-[2-(1-tert-Butoxycarbonylpiperidin-4-yloxy)-4-(pyrrolidin-1-yl)benzoylamino]-N-(5-chloropyridin-2-yl)-pyridine-4-carboxamide). Isolated yield 100.0%. Reaction SMILES: [NH2:1][C:2]1[CH:7]=[CH:6][C:5]([Cl:8])=[CH:4][N:3]=1.C(OCC)C.C([Mg]Br)C=C.[C:19]([O:23][C:24]([N:26]1[CH2:31][CH2:30][CH:29]([O:32][C:33]2[CH:38]=[C:37]([N:39]3[CH2:43][CH2:42][CH2:41][CH2:40]3)[CH:36]=[CH:35][C:34]=2[C:44]2[O:45][C:46](=[O:54])[C:47]3[CH:53]=[CH:52][N:51]=[CH:50][C:48]=3[N:49]=2)[CH2:28][CH2:27]1)=[O:25])([CH3:22])([CH3:21])[CH3:20]>C1COCC1>[C:19]([O:23][C:24]([N:26]1[CH2:31][CH2:30][CH:29]([O:32][C:33]2[CH:38]=[C:37]([N:39]3[CH2:40][CH2:41][CH2:42][CH2:43]3)[CH:36]=[CH:35][C:34]=2[C:44]([NH:49][C:48]2[CH:50]=[N:51][CH:52]=[CH:53][C:47]=2[C:46]([NH:1][C:2]2[CH:7]=[CH:6][C:5]([Cl:8])=[CH:4][N:3]=2)=[O:54])=[O:45])[CH2:28][CH2:27]1)=[O:25])([CH3:22])([CH3:20])[CH3:21]. Procedure: A solution of 2-amino-5-chloropyridine (52 mg, 0.4 mmol) in THF (10 mL) was cooled to 0° C. and treated with a 1 M diethyl ether solution of allylmagnesium bromide (0.4 mL). The mixture was stirred for 5 minutes before adding 2-[2-(1-tert-butoxycarbonylpiperidin-4-yloxy)-4-(pyrrolidin-1-yl)phenyl]-4H-pyrido[3,4-d][1,3]oxazin-4-one (100 mg, 0.2 mmol). The reaction mixture was stirred overnight at ambient temperature then concentrated to dryness under vacuum. The residue was treated with brine (5 ...